Dataset: the Open Reaction Database (ORD), a public repository of structured organic reaction records. Task: describe an organic reaction: reactants, conditions, products, and yield Reactants: [OH-].[Na+] (NaOH), FC(F)(F)S(=O)(=O)C1=CC=C(C=C1)Cl (4-chlorophenyl trifluoromethyl sulfone), C(C)N(S(=O)(=O)C1=CC=C(C=C1)O)CC (N,N-diethyl-4-hydroxybenzenesulfonamide), C(=O)([O-])[O-].[K+].[K+] (K2CO3). Solvent: CS(=O)C (DMSO). Reaction conditions: temperature 100 celsius. Product: C(C)N(S(=O)(=O)C1=CC=C(C=C1)OC1=CC=C(C=C1)S(=O)(=O)C(F)(F)F)CC (N,N-Diethyl-4-(4-((trifluoromethyl)sulfonyl)phenoxy)benzenesulfonamide). Yield: 88.2%. RXN SMILES: [F:1][C:2]([S:5]([C:8]1[CH:13]=[CH:12][C:11](Cl)=[CH:10][CH:9]=1)(=[O:7])=[O:6])([F:4])[F:3].[CH2:15]([N:17]([CH2:28][CH3:29])[S:18]([C:21]1[CH:26]=[CH:25][C:24]([OH:27])=[CH:23][CH:22]=1)(=[O:20])=[O:19])[CH3:16].C([O-])([O-])=O.[K+].[K+].[OH-].[Na+]>CS(C)=O>[CH2:28]([N:17]([CH2:15][CH3:16])[S:18]([C:21]1[CH:26]=[CH:25][C:24]([O:27][C:11]2[CH:12]=[CH:13][C:8]([S:5]([C:2]([F:4])([F:3])[F:1])(=[O:7])=[O:6])=[CH:9][CH:10]=2)=[CH:23][CH:22]=1)(=[O:20])=[O:19])[CH3:29] |f:2.3.4,5.6|. Procedure: To a solution of 4.6 g (0.0188 mole) of 4-chlorophenyl trifluoromethyl sulfone and 4.8 g (0.0210 mole) of N,N-diethyl-4-hydroxybenzenesulfonamide in 80 ml of DMSO was added 2.9 g (0.0210 mole) of K2CO3. The mixture was heated at 100° C. for 3.25 hrs and cooled. The mixture was poured into aqueous NaOH and the crystalline product collected by filtration, washed well with water and dried, which gave 7.25 g (88.2% yield) of product. Recrystallization from 2-propanol afforded purified N,N-diethyl-4-... Reactants: CNS(=O)(=O)N(C)CC(O)C(CC1CCCCC1)NC(=O)OC(C)(C)C, ClCCl, O=C(O)C(F)(F)F. The product is CNS(=O)(=O)N(C)CC(O)C(N)CC1CCCCC1. RXN SMILES: [C:1]([O:2][C:3](=[O:4])[NH:8][CH:9]([CH:10]([CH2:11][N:12]([S:13]([NH:14][CH3:15])(=[O:16])=[O:17])[CH3:18])[OH:19])[CH2:20][CH:21]1[CH2:22][CH2:23][CH2:24][CH2:25][CH2:26]1)([CH3:5])([CH3:6])[CH3:7].[Cl:34][CH2:35][Cl:36].[OH:27][C:28]([C:29]([F:30])([F:31])[F:32])=[O:33]>>[NH2:8][CH:9]([CH:10]([CH2:11][N:12]([S:13]([NH:14][CH3:15])(=[O:16])=[O:17])[CH3:18])[OH:19])[CH2:20][CH:21]1[CH2:22][CH2:23][CH2:24][CH2:25][CH2:26]1. Reactants: Cl, F[B-](F)(F)F, [H+], O=N[O-], COC(=O)c1cc(N)ccc1Cl, [Na+]. Product: COC(=O)c1cc(F)ccc1Cl. Reaction SMILES: [ClH:23].[F:17][B-:18]([F:19])([F:20])[F:21].[H+:22].[N:1]([O-:2])=[O:3].[NH2:5][c:6]1[cH:7][cH:8][c:9]([Cl:16])[c:10]([C:11](=[O:12])[O:13][CH3:14])[cH:15]1.[Na+:4]>>[c:6]1([F:17])[cH:7][cH:8][c:9]([Cl:16])[c:10]([C:11](=[O:12])[O:13][CH3:14])[cH:15]1. The product is S1C(=CC=C1)CCNC1CCC2=CC(=CC=C12)OC1=NC=C(C(=O)N)C=C1 (6-[1-(2-Thiophen-2-yl-ethylamino)-indan-5-yloxy]-nicotinamide). Starting materials: O=C1CCC2=CC(=CC=C12)OC1=NC=C(C(=O)N)C=C1 (6-(1-Oxo-indan-5-yloxy)-nicotinamide), Ti(iPrO)4, [BH3-]C#N.[Na+] (NaBH3CN), O=C1CCC2=CC(=CC=C12)OC1=NC=C(C(=O)N)C=C1 (6-(1-Oxo-indan-5-yloxy)-nicotinamide), S1C(=CC=C1)CCN (2-thiopheneethylamine). Procedure: Using a method similar to Example 1, using 6-(1-oxo-indan-5-yloxy)-nicotinamide (Intermediate 4, 268 mg, 1.00 mmol), 2-thiopheneethylamine (152 mg, 1.20 mmol), Ti(iPrO)4 (568 mg, 2.00 mmol), TiCl4 (1.0M/DCM, 2.00 ml, 2.00 mmol), and NaBH3CN (125 mg, 2.00 mmol) gives the title compound (196 mg) as a white solid. Mass spectrum (ion spray): m/z=380 (M+1); 1HNMR (CDCl3): 8.58 (s, 1H), 8.15 (d, 1H), 7.35 (d, 1H), 7.16 (d, 1H); 6.99 (s, 1H), 6.96-6.93 (m, 3H), 6.86 (d, 1H), 5.81 (br. s, 2H), 4.28 (t, ... The yield is 51.7%. The reagents and catalysts are Cl[Ti](Cl)(Cl)Cl (TiCl4). RXN SMILES: O=[C:2]1[C:10]2[C:5](=[CH:6][C:7]([O:11][C:12]3[CH:20]=[CH:19][C:15]([C:16]([NH2:18])=[O:17])=[CH:14][N:13]=3)=[CH:8][CH:9]=2)[CH2:4][CH2:3]1.[S:21]1[CH:25]=[CH:24][CH:23]=[C:22]1[CH2:26][CH2:27][NH2:28].[BH3-]C#N.[Na+]>Cl[Ti](Cl)(Cl)Cl>[S:21]1[CH:25]=[CH:24][CH:23]=[C:22]1[CH2:26][CH2:27][NH:28][CH:2]1[C:10]2[C:5](=[CH:6][C:7]([O:11][C:12]3[CH:20]=[CH:19][C:15]([C:16]([NH2:18])=[O:17])=[CH:14][N:13]=3)=[CH:8][CH:9]=2)[CH2:4][CH2:3]1 |f:2.3|.